This data is from the Open Reaction Database (ORD), a public repository of structured organic reaction records. The task is: describe an organic reaction: reactants, conditions, products, and yield Starting materials: CN(N(C(=O)OCC1=CC=CC=C1)CC1=CC=C(C(=O)Cl)C=C1)C(=O)OCC1=CC=CC=C1 (4-[(2-methyl-1,2-dicarbobenzoxy-hydrazino)methyl]-benzoyl chloride), C(Cl)Cl (methylene chloride), O (water), C(Cl)Cl (methylene chloride), NC(CO)CC (2-amino-1-butanol), CO (methanol). Run at time 30 minute. The product is C(C(=O)O)(=O)O.OCC(CC)NC(C1=CC=C(C=C1)CNNC)=O (4-[(2-methylhydrazino)-methyl]-benzoic acid (1-hydroxymethylpropyl)-amide oxalate). Reaction SMILES: C[N:2]([C:24](OCC1C=CC=CC=1)=O)[N:3]([CH2:14][C:15]1[CH:23]=[CH:22][C:18]([C:19](Cl)=[O:20])=[CH:17][CH:16]=1)[C:4]([O:6]CC1C=CC=CC=1)=[O:5].C(Cl)Cl.[NH2:37][CH:38]([CH2:41][CH3:42])[CH2:39][OH:40].[OH2:43].[CH3:44][OH:45]>>[C:4]([OH:6])(=[O:5])[C:44]([OH:45])=[O:43].[OH:40][CH2:39][CH:38]([NH:37][C:19](=[O:20])[C:18]1[CH:17]=[CH:16][C:15]([CH2:14][NH:3][NH:2][CH3:24])=[CH:23][CH:22]=1)[CH2:41][CH3:42] |f:5.6|. Reported procedure: 15.8 g. of 4-[(2-methyl-1,2-dicarbobenzoxy-hydrazino)methyl]-benzoyl chloride were dissolved in 50 ml. of methylene chloride and, while stirring, added dropwise to a solution of 6.2 g. of 2-amino-1-butanol in 50 ml. of methylene chloride. Stirring was continued for 2 more hours at room temperature and 30 minutes at 40°, whereupon 50 ml. of water were added to the solution, which was then worked up according to Example 3. The yellowish glassy material obtained was dissolved in 200 ml. of methanol... The reactants are Cc1cc(CC(=O)O)on1, CCN=C=NCCCN(C)C, CC#N, Cl, Cl, C1CCC2=NCCCN2CC1, NCc1cccc2c1C(=O)N(C1CCC(=O)NC1=O)C2=O, On1nnc2ccccc21. Product: Cc1cc(CC(=O)NCc2cccc3c2C(=O)N(C2CCC(=O)NC2=O)C3=O)on1. As a reaction SMILES: [CH3:44][c:45]1[n:46][o:47][c:48]([CH2:50][C:51](=[O:52])[OH:53])[cH:49]1.[CH3:55][N:56]([CH3:57])[CH2:58][CH2:59][CH2:60][N:61]=[C:62]=[N:63][CH2:64][CH3:65].[CH3:66][C:67]#[N:68].[ClH:1].[ClH:54].[N:23]12[CH2:24][CH2:25][CH2:26][N:27]=[C:28]1[CH2:29][CH2:30][CH2:31][CH2:32][CH2:33]2.[NH2:2][CH2:3][c:4]1[c:5]2[c:9]([cH:10][cH:11][cH:12]1)[C:8](=[O:13])[N:7]([CH:14]1[C:15](=[O:21])[NH:16][C:17](=[O:20])[CH2:18][CH2:19]1)[C:6]2=[O:22].[OH:34][n:35]1[c:36]2[cH:37][cH:38][cH:39][cH:40][c:41]2[n:42][n:43]1>>[NH:2]([CH2:3][c:4]1[c:5]2[c:9]([cH:10][cH:11][cH:12]1)[C:8](=[O:13])[N:7]([CH:14]1[C:15](=[O:21])[NH:16][C:17](=[O:20])[CH2:18][CH2:19]1)[C:6]2=[O:22])[C:51]([CH2:50][c:48]1[o:47][n:46][c:45]([CH3:44])[cH:49]1)=[O:52]. The product is Clc1cc(N2CCOCC2)n2nc(-c3ccc(Br)cc3)cc2n1. RXN SMILES: [Br:1][c:2]1[cH:3][cH:4][c:5](-[c:8]2[n:9][n:10]3[c:11]([n:12][c:13]([Cl:17])[cH:14][c:15]3[Cl:16])[cH:18]2)[cH:6][cH:7]1.[CH2:19]1[CH2:20][O:21][CH2:22][CH2:23][NH:24]1.[CH2:25]1[O:26][CH2:27][CH2:28][O:29][CH2:30]1.[OH2:31]>>[Br:1][c:2]1[cH:3][cH:4][c:5](-[c:8]2[n:9][n:10]3[c:11]([n:12][c:13]([Cl:17])[cH:14][c:15]3[N:24]3[CH2:19][CH2:20][O:21][CH2:22][CH2:23]3)[cH:18]2)[cH:6][cH:7]1. Reactants: Clc1cc(Cl)n2nc(-c3ccc(Br)cc3)cc2n1, C1COCCN1, C1COCCO1, O. Reactants: C1(=CC=CC=C1)C1=NN2C(C=CC=C2)=C1C=CC(=O)N1[C@H](CCCC1)CC(=O)OC ((2R)-1-[3-(2-phenylpyrazolo[1,5-a]pyridin-3-yl)acryloyl]-2-(methoxycarbonylmethyl)piperidine), [OH-].[Na+] (sodium hydroxide). The solvent is CO (methanol). Product: C1(=CC=CC=C1)C1=NN2C(C=CC=C2)=C1C=CC(=O)N1[C@H](CCCC1)CC(=O)O ((2R)-1-[3-(2-phenylpyrazolo[1,5-a]pyridin-3-yl)acryloyl]-2-(carboxymethyl)piperidine). The yield is 75.3%. As a reaction SMILES: [C:1]1([C:7]2[C:15]([CH:16]=[CH:17][C:18]([N:20]3[CH2:25][CH2:24][CH2:23][CH2:22][C@@H:21]3[CH2:26][C:27]([O:29]C)=[O:28])=[O:19])=[C:10]3[CH:11]=[CH:12][CH:13]=[CH:14][N:9]3[N:8]=2)[CH:6]=[CH:5][CH:4]=[CH:3][CH:2]=1.[OH-].[Na+]>CO>[C:1]1([C:7]2[C:15]([CH:16]=[CH:17][C:18]([N:20]3[CH2:25][CH2:24][CH2:23][CH2:22][C@@H:21]3[CH2:26][C:27]([OH:29])=[O:28])=[O:19])=[C:10]3[CH:11]=[CH:12][CH:13]=[CH:14][N:9]3[N:8]=2)[CH:6]=[CH:5][CH:4]=[CH:3][CH:2]=1 |f:1.2|. Reported procedure: A mixture of (2R)-1-[3-(2-phenylpyrazolo[1,5-a]pyridin-3-yl)acryloyl]-2-(methoxycarbonylmethyl)piperidine (trans isomer) (210 mg) and 1N sodium hydroxide solution (0.573 ml) in methanol (2.0 ml) was heated to reflux for 2 hours. Methanol was evaporated in vacuo and water (20 ml) was added in the residue. The solution was acidified with 1N hydrochloric acid and extracted with methylene chloride (10 ml×2). The combined extracts were washed with brine (10 ml), dried over sodium sulfate and evaporat...